Dataset: the Open Reaction Database (ORD), a public repository of structured organic reaction records. Task: describe an organic reaction: reactants, conditions, products, and yield Conditions: time 8 hour. The product is C(CC)C1=CC=C(CO)C=C1 (4-n-propylbenzyl alcohol). Procedure: Dried tetrahydrofuran (50 ml) in which 10.4 g (58.4 mmol) of 4-n-propylbenzoic acid methyl ester synthesized in step (i) was dissolved was dropwise added to 50 ml of dried tetrahydrofuran containing suspension of lithium aluminium hydride (1.54 g: 40.5 mmol) at a temperature of not more than 10° C. with cooling with ice, and reaction was carried out at a room temperature overnight. After the completion of the reaction, an excess amount of lithium aluminium hydride was reacted with methanol with ... As a reaction SMILES: O1CCCC1.C[O:7][C:8](=O)[C:9]1[CH:14]=[CH:13][C:12]([CH2:15][CH2:16][CH3:17])=[CH:11][CH:10]=1.[H-].[Al+3].[Li+].[H-].[H-].[H-].Cl>O.CO>[CH2:15]([C:12]1[CH:11]=[CH:10][C:9]([CH2:8][OH:7])=[CH:14][CH:13]=1)[CH2:16][CH3:17] |f:2.3.4.5.6.7|. Yield: 98.5%. Run in O (water), CO (methanol). Starting materials: Cl (hydrochloric acid), O1CCCC1 (tetrahydrofuran), COC(C1=CC=C(C=C1)CCC)=O (4-n-propylbenzoic acid methyl ester), [H-].[Al+3].[Li+].[H-].[H-].[H-] (lithium aluminium hydride), O1CCCC1 (tetrahydrofuran), [H-].[Al+3].[Li+].[H-].[H-].[H-] (lithium aluminium hydride). The reactants are [H-].[Al+3].[Li+].[H-].[H-].[H-] (Lithium aluminum hydride), Cl (HCl), CC1=C(N=C(O1)C1=CC=CC=C1)C=CC(=O)OCC (3-(5-methyl-2-phenyloxazol-4-yl)-acrylic acid, ethyl ester), C(C)(C)O (isopropanol). Run in C1CCOC1 (THF), O (water), CCOCC (ether). Run at time 1.5 hour. Yields the product CC1=C(N=C(O1)C1=CC=CC=C1)C=CCO (3-(5-Methyl-2-phenyloxazol-4-yl)-prop-2-en-1-ol). Yield: 52.0%. As a reaction SMILES: [H-].[Al+3].[Li+].[H-].[H-].[H-].[CH3:7][C:8]1[O:12][C:11]([C:13]2[CH:18]=[CH:17][CH:16]=[CH:15][CH:14]=2)=[N:10][C:9]=1[CH:19]=[CH:20][C:21](OCC)=[O:22].C(O)(C)C.Cl>C1COCC1.CCOCC.O>[CH3:7][C:8]1[O:12][C:11]([C:13]2[CH:18]=[CH:17][CH:16]=[CH:15][CH:14]=2)=[N:10][C:9]=1[CH:19]=[CH:20][CH2:21][OH:22] |f:0.1.2.3.4.5|. Reported procedure: Lithium aluminum hydride (480 mg, 12.6 mmol) was slurried in anhydrous THF (15 mL) and treated with dropwise addition of a solution of 3-(5-methyl-2-phenyloxazol-4-yl)-acrylic acid, ethyl ester (2.60 g, 10.1 mmol) at 0° C. The reaction mixture was stirred for 1.5 h at this temperature and then treated with dropwise addition of isopropanol (1.0 mL) followed by water (10 mL). The biphasic suspension was acidified with 0.1 N HCl (10 mL), diluted with ether (20 mL) and partitioned. The aqueous layer... Reactants: COc1ccc(C(=O)Cl)cc1SC1CCCC1, [Cl-], Nc1c(Cl)cncc1Cl, [H-], [NH4+], [Na+], C1CCOC1. RXN SMILES: [CH:12]1([S:17][c:18]2[cH:19][c:20]([C:21](=[O:22])[Cl:23])[cH:24][cH:25][c:26]2[O:27][CH3:28])[CH2:13][CH2:14][CH2:15][CH2:16]1.[Cl-:29].[Cl:3][c:4]1[cH:5][n:6][cH:7][c:8]([Cl:11])[c:9]1[NH2:10].[H-:1].[NH4+:30].[Na+:2].[O:31]1[CH2:32][CH2:33][CH2:34][CH2:35]1>>[Cl:3][c:4]1[cH:5][n:6][cH:7][c:8]([Cl:11])[c:9]1[NH:10][C:21]([c:20]1[cH:19][c:18]([S:17][CH:12]2[CH2:13][CH2:14][CH2:15][CH2:16]2)[c:26]([O:27][CH3:28])[cH:25][cH:24]1)=[O:22]. The product is COc1ccc(C(=O)Nc2c(Cl)cncc2Cl)cc1SC1CCCC1. As a reaction SMILES: [C:15](=[O:16])([O-:17])[O-:18].[CH3:22][N:23]([CH3:24])[CH:25]=[O:26].[CH3:8][O:9][CH:10]([CH2:11][Br:12])[O:13][CH3:14].[K+:19].[K+:20].[OH2:21].[OH:1][c:2]1[cH:3][cH:4][cH:5][cH:6][cH:7]1>>[O:1]([c:2]1[cH:3][cH:4][cH:5][cH:6][cH:7]1)[CH2:11][CH:10]([O:9][CH3:8])[O:13][CH3:14]. The product is COC(COc1ccccc1)OC. The reactants are O=C([O-])[O-], CN(C)C=O, COC(CBr)OC, [K+], [K+], O, Oc1ccccc1. Reactants: Cc1ccccc1CCC1CCNCC1, CC(C)CCNC(=O)c1ccc(Cl)nn1. Product: Cc1ccccc1CCC1CCN(c2ccc(C(=O)NCCC(C)C)nn2)CC1. Reaction SMILES: [CH3:16][c:17]1[c:18]([CH2:23][CH2:24][CH:25]2[CH2:26][CH2:27][NH:28][CH2:29][CH2:30]2)[cH:19][cH:20][cH:21][cH:22]1.[Cl:1][c:2]1[cH:3][cH:4][c:5]([C:8](=[O:9])[NH:10][CH2:11][CH2:12][CH:13]([CH3:14])[CH3:15])[n:6][n:7]1>>[c:2]1([N:28]2[CH2:27][CH2:26][CH:25]([CH2:24][CH2:23][c:18]3[c:17]([CH3:16])[cH:22][cH:21][cH:20][cH:19]3)[CH2:30][CH2:29]2)[cH:3][cH:4][c:5]([C:8](=[O:9])[NH:10][CH2:11][CH2:12][CH:13]([CH3:14])[CH3:15])[n:6][n:7]1. Starting materials: CSC=1NC(=C(N1)C(=O)OCC)C(=O)OCC (diethyl 2-(methylthio)-4,5-imidazoledicarboxylate), [N+](=[N-])=C (diazomethane), [N+](=[N-])=C (diazomethane), C(C)(=O)O (acetic acid). Run in CCOCC (ether). Run at time 8 hour. The product is CN1C(=NC(=C1C(=O)OCC)C(=O)OCC)SC (Diethyl 1-methyl-2-(methylthio)-4,5-imidazoledicarboxylate). Yield: 97.0%. Reaction SMILES: [CH3:1][S:2][C:3]1[NH:4][C:5]([C:13]([O:15][CH2:16][CH3:17])=[O:14])=[C:6]([C:8]([O:10][CH2:11][CH3:12])=[O:9])[N:7]=1.[N+](=[CH2:20])=[N-].C(O)(=O)C>CCOCC>[CH3:20][N:7]1[C:6]([C:8]([O:10][CH2:11][CH3:12])=[O:9])=[C:5]([C:13]([O:15][CH2:16][CH3:17])=[O:14])[N:4]=[C:3]1[S:2][CH3:1]. Procedure: The diethyl 2-(methylthio)-4,5-imidazoledicarboxylate (10 g; 0.039 mol) was slowly added in small portions to a solution of diazomethane in ether (containing approximately 3 g of diazomethane). Nitrogen was evolved immediately and the solution was allowed to stand at room temperature overnight. Excess diazomethane was then decomposed by the addition of dilute acetic acid and the reaction mixture was worked up in the usual way. Diethyl 1-methyl-2-(methylthio)-4,5-imidazoledicarboxylate (10.2 g; 9... Starting materials: CC(C)(C)[O-], O=[N+]([O-])c1c(F)cccc1F, COC(=O)c1ccc(F)cc1O, [K+], C1CCOC1. The product is COC(=O)c1ccc(F)cc1Oc1cccc(F)c1[N+](=O)[O-]. Reaction SMILES: [CH3:13][C:14]([CH3:15])([O-:16])[CH3:17].[F:19][c:20]1[c:21]([N+:27](=[O:28])[O-:29])[c:22]([F:26])[cH:23][cH:24][cH:25]1.[F:1][c:2]1[cH:3][c:4]([OH:12])[c:5]([C:6](=[O:7])[O:8][CH3:9])[cH:10][cH:11]1.[K+:18].[O:30]1[CH2:31][CH2:32][CH2:33][CH2:34]1>>[F:1][c:2]1[cH:3][c:4]([O:12][c:22]2[c:21]([N+:27](=[O:28])[O-:29])[c:20]([F:19])[cH:25][cH:24][cH:23]2)[c:5]([C:6](=[O:7])[O:8][CH3:9])[cH:10][cH:11]1. The reactants are CCOCC (ether), [OH-].[K+] (Potassium hydroxide), C(C)C1=C2C=C(C(N(C2=CC(=N1)CC)CC1=CC=C(C=C1)C1=C(C=CC=C1)C=1N=NN(N1)C(C1=CC=CC=C1)(C1=CC=CC=C1)C1=CC=CC=C1)=O)C(=O)N (5,7-diethyl-2-oxo-1-[(2'-(2-triphenylmethyl-2H-tetrazol-5-yl)biphenyl-4-yl)methyl]-1,2-dihydro-1,6-naphthyridine-3-carboxamide). The solvent is petroleum ether, C(C)O (ethanol). The product is C(C)C1=C2C=CC(N(C2=CC(=N1)CC)CC1=CC=C(C(=O)O)C=C1)=O (4-[(5,7-diethyl-2-oxo-1,2-dihydro-1,6-naphthyridin-1-yl)methyl]benzoic acid). As a reaction SMILES: [OH-:1].[K+].[CH2:3]([C:5]1[N:14]=[C:13]([CH2:15][CH3:16])[CH:12]=[C:11]2[C:6]=1[CH:7]=[C:8](C(N)=O)[C:9](=[O:54])[N:10]2[CH2:17][C:18]1[CH:23]=[CH:22][C:21](C2C=CC=CC=2C2N=NN(C(C3C=CC=CC=3)(C3C=CC=CC=3)C3C=CC=CC=3)N=2)=[CH:20][CH:19]=1)[CH3:4].C[CH2:59][O:60]CC>C(O)C>[CH2:3]([C:5]1[N:14]=[C:13]([CH2:15][CH3:16])[CH:12]=[C:11]2[C:6]=1[CH:7]=[CH:8][C:9](=[O:54])[N:10]2[CH2:17][C:18]1[CH:19]=[CH:20][C:21]([C:59]([OH:60])=[O:1])=[CH:22][CH:23]=1)[CH3:4] |f:0.1|. Procedure: Potassium hydroxide (0.112 g) was added to a solution of methyl 4-[(5,7-diethyl-2-oxo-1,2-dihydro-1,6-naphthyridin-1-yl)-methyl]benzoate (A) (0.35 g) in ethanol (10 ml) and the mixture was heated at reflux for 90 minutes. Volatile material was removed by evaporation and the residue was dissolved in a minimum of water which was then acidified with acetic acid. Ether was added to the mixture and the solid which crystallised was collected by filtration. Further solid was obtained by adding petroleu... Product: NC=1C(C(C1NC1=CC(=CC=C1)C(NCCC1CCCCC1)C1=CC=C(C=C1)OC)=O)=O (3-Amino-4-{3-[(4-methoxyphenyl)-(2-cyclohexylethylamino)methyl]-phenylamino}-3-cyclobutene-1,2-dione). Reaction SMILES: [CH3:1][O:2][C:3]1[CH:8]=[CH:7][C:6]([CH:9]([NH:17][CH2:18][CH2:19][C:20]2[CH2:25][CH2:24][CH2:23][CH2:22][CH:21]=2)[C:10]2[CH:11]=[C:12]([NH2:16])[CH:13]=[CH:14][CH:15]=2)=[CH:5][CH:4]=1.COC1C=CC(C(NCCC2CCCCC2)C2C=C([NH2:41])C=CC=2)=CC=1.C[O:52][C:53]1[C:54](=O)[C:55](=O)[C:56]=1[O:57]C>CO>[NH2:41][C:55]1[C:56](=[O:57])[C:53](=[O:52])[C:54]=1[NH:16][C:12]1[CH:13]=[CH:14][CH:15]=[C:10]([CH:9]([C:6]2[CH:7]=[CH:8][C:3]([O:2][CH3:1])=[CH:4][CH:5]=2)[NH:17][CH2:18][CH2:19][CH:20]2[CH2:25][CH2:24][CH2:23][CH2:22][CH2:21]2)[CH:11]=1. The reactants are COC1=CC=C(C=C1)C(C=1C=C(C=CC1)N)NCCC1=CCCCC1 (3-{(4-methoxyphenyl)-[2-(cyclohexen-1-yl)ethylamino]methyl}phenylamine), COC1=CC=C(C=C1)C(C=1C=C(C=CC1)N)NCCC1CCCCC1 (3-[(4-methoxyphenyl)-(2-cyclohexylethylamino)methyl]phenylamine), COC=1C(C(C1OC)=O)=O (3,4-dimethoxy-3-cyclobutene-1,2-dione). The solvent is CO (methanol). Reported procedure: In a similar manner to that described in Example (1c), a solution of the mixture (2.15 g) of 3-{(4-methoxyphenyl)-[2-(cyclohexen-1-yl)ethylamino]methyl}phenylamine and 3-[(4-methoxyphenyl)-(2-cyclohexylethylamino)methyl]phenylamine [prepared as described in step (b) above] in methanol (40 ml) and 3,4-dimethoxy-3-cyclobutene-1,2-dione (953 mg) were reacted, to afford a crude product, which was purified by reverse phase medium pressure chromatography using a 50:50 by volume mixture of acetonitrile... As a reaction SMILES: [N:1]1[CH:6]=[CH:5][CH:4]=[CH:3][C:2]=1[NH:7][NH2:8].C(O)(=O)C.[CH:13](=O)[C:14]([CH3:16])=[O:15].C([O-])(O)=O.[Na+]>O>[N:1]1[CH:6]=[CH:5][CH:4]=[CH:3][C:2]=1[NH:7][N:8]=[CH:13][C:14](=[O:15])[CH3:16] |f:3.4|. The solvent is O (water), O (water). The reactants are N1=C(C=CC=C1)NN (2-pyridylhydrazine), C(C)(=O)O (acetic acid), C(C(=O)C)=O (pyruvaldehyde), C(=O)(O)[O-].[Na+] (NaHCO3). Conditions: time 3 day. Procedure: To a solution of 2-pyridylhydrazine (10.0 g, 91.6 mmol) in water (30 mL) was added acetic acid (8.7 mL). This mixture was then added to a solution of pyruvaldehyde (16.5 g, 14.9 mL, 91.6 mmol) in water (400 mL). The mixture was stirred at room temperature for 3 days. The mixture was neutralized with NaHCO3 (solid) whereupon a yellow precipitate forms. The solid was isolated by filtration and then washed with water (30 mL). The solids were dried under high vacuum to afford 2-oxopropanal pyridin-2... Isolated yield 40.9%. Product: N1=C(C=CC=C1)NN=CC(C)=O (2-oxopropanal pyridin-2-ylhydrazone).